Dataset: the Open Reaction Database (ORD), a public repository of structured organic reaction records. Task: describe an organic reaction: reactants, conditions, products, and yield Yields the product CCc1ccc2c(Cc3nc4c(F)c(F)cc(F)c4s3)cn(CC(=O)O)c2n1. RXN SMILES: [CH2:1]([CH3:2])[O:3][C:4]([CH2:5][n:6]1[cH:7][c:8]([CH2:17][c:18]2[s:19][c:20]3[c:21]([n:22]2)[c:23]([F:29])[c:24]([F:28])[cH:25][c:26]3[F:27])[c:9]2[c:10]1[n:11][c:12]([CH2:15][CH3:16])[cH:13][cH:14]2)=[O:30].[CH3:34][O:35][CH2:36][CH2:37][O:38][CH3:39].[ClH:33].[Na+:32].[OH-:31]>>[O:3]=[C:4]([CH2:5][n:6]1[cH:7][c:8]([CH2:17][c:18]2[s:19][c:20]3[c:21]([n:22]2)[c:23]([F:29])[c:24]([F:28])[cH:25][c:26]3[F:27])[c:9]2[c:10]1[n:11][c:12]([CH2:15][CH3:16])[cH:13][cH:14]2)[OH:30]. Reactants: CCOC(=O)Cn1cc(Cc2nc3c(F)c(F)cc(F)c3s2)c2ccc(CC)nc21, COCCOC, Cl, [Na+], [OH-]. The reactants are CCOC(=O)CC(C)=O, CC(=O)[O-], CCO, Cl, O=N[O-], Nc1ccc([N+](=O)[O-])cc1, [Na+], [Na+], O. The product is CCOC(=O)C(=NNc1ccc([N+](=O)[O-])cc1)C(C)=O. RXN SMILES: [C:15]([CH2:16][C:17](=[O:18])[CH3:19])(=[O:20])[O:21][CH2:22][CH3:23].[CH3:25][C:26](=[O:27])[O-:28].[CH3:31][CH2:32][OH:33].[ClH:30].[N:11]([O-:12])=[O:13].[NH2:1][c:2]1[cH:3][cH:4][c:5]([N+:8]([O-:9])=[O:10])[cH:6][cH:7]1.[Na+:14].[Na+:24].[OH2:29]>>[NH:1]([c:2]1[cH:3][cH:4][c:5]([N+:8]([O-:9])=[O:10])[cH:6][cH:7]1)[N:11]=[C:16]([C:15](=[O:20])[O:21][CH2:22][CH3:23])[C:17](=[O:18])[CH3:19]. Starting materials: C(=O)C1=CC=C([Se]1)C(=O)OC (methyl 5-formylselenophene-2-carboxylate), [OH-].[Na+] (sodium hydroxide), Cl (HCl). Reagents/catalysts: [N+](=O)([O-])[O-].[Ag+] (silver nitrate). Solvent: O (water), O (water), O (water). Run at time 1 hour. Yields the product [Se]1C(=CC=C1C(=O)O)C(=O)O (Selenophene-2,5-dicarboxylic acid). The yield is 79.3%. RXN SMILES: [CH:1]([C:3]1[Se:7][C:6]([C:8]([O:10]C)=[O:9])=[CH:5][CH:4]=1)=[O:2].[OH-:12].[Na+].Cl>O.[N+]([O-])([O-])=O.[Ag+]>[Se:7]1[C:6]([C:8]([OH:10])=[O:9])=[CH:5][CH:4]=[C:3]1[C:1]([OH:2])=[O:12] |f:1.2,5.6|. Reported procedure: A solution of silver nitrate (6.26 g, 36.86 mmol) in water (10 mL) was added to methyl 5-formylselenophene-2-carboxylate (4.0 g, 18.43 mmol) at 0° C. for 5 min. Then a solution of sodium hydroxide (3.05 g, 76.34 mmol) in water (10 mL) was added to the reaction mixture at the same temperature for 5 min and stirred the mixture at room temperature (rt) for 1 h. The cooled reaction mixture was poured into ice cooled water and acidified with dil. HCl. The solution was extracted with ethyl acetate (3×... Reactants: BrC1=CC2=C(N=CC3=C(C2C)C=CC=C3)C=C1 (2-bromo-11-methyl-11H-dibenzo[b,e]azepine), [O-]S(=O)(=O)C(F)(F)F.[Yb+3].[O-]S(=O)(=O)C(F)(F)F.[O-]S(=O)(=O)C(F)(F)F (ytterbium (III)triflate), CO/C=C/C(=C)O[Si](C)(C)C (Danishefsky's diene). Conditions: time 8 hour. The product is BrC=1C=CC2=C(C(C3=C(C4N2C=CC(C4)=O)C=CC=C3)C)C1 (8-bromo-10,14b-dihydro-10-methyl-dibenzo[c,f]pyrido[1,2-a]azepin-2(1H)-one). Yield: 41.0%. RXN SMILES: [Br:1][C:2]1[CH:17]=[CH:16][C:5]2[N:6]=[CH:7][C:8]3[CH:15]=[CH:14][CH:13]=[CH:12][C:9]=3[CH:10]([CH3:11])[C:4]=2[CH:3]=1.[O-]S(C(F)(F)F)(=O)=O.[Yb+3].[O-]S(C(F)(F)F)(=O)=O.[O-]S(C(F)(F)F)(=O)=O.CO/[CH:45]=[CH:46]/[C:47]([O:49][Si](C)(C)C)=[CH2:48]>>[Br:1][C:2]1[CH:17]=[CH:16][C:5]2[N:6]3[CH:45]=[CH:46][C:47](=[O:49])[CH2:48][CH:7]3[C:8]3[CH:15]=[CH:14][CH:13]=[CH:12][C:9]=3[CH:10]([CH3:11])[C:4]=2[CH:3]=1 |f:1.2.3.4|. Reported procedure: To a stirred solution of 2-bromo-11-methyl-11H-dibenzo[b,e]azepine (5R8═Br; 666 mg, 2.33 mmol) ytterbium (III)triflate (146 mg, 0.23 mmol) was added. After stirring for 10 min. at room temperature Danishefsky's diene (0.89 mL, 4.66 mmol) was added. The reaction mixture was allowed to stand overnight at room temperature. The reaction mixture was quenched with aqueous NaHCO3, extracted into ethyl acetate, washed with brine, dried (Na2SO4) and concentrated under reduced pressure. The crude product ...